This data is from the Open Reaction Database (ORD), a public repository of structured organic reaction records. The task is: describe an organic reaction: reactants, conditions, products, and yield The reactants are FC1=C(C=CC(=C1)F)CCC(=O)N (3-(2,4-difluorophenyl)propanamide), O=P12OP3(=O)OP(=O)(O1)OP(=O)(O2)O3 (phosphorus pentoxide). Run at temperature 200 celsius. Yields the product FC1=C(C=CC(=C1)F)CCC#N (3-(2,4-Difluorophenyl)propionitrile). RXN SMILES: [F:1][C:2]1[CH:7]=[C:6]([F:8])[CH:5]=[CH:4][C:3]=1[CH2:9][CH2:10][C:11]([NH2:13])=O.O=P12OP3(OP(OP(O3)(O1)=O)(=O)O2)=O>>[F:1][C:2]1[CH:7]=[C:6]([F:8])[CH:5]=[CH:4][C:3]=1[CH2:9][CH2:10][C:11]#[N:13]. Reported procedure: 74.0 g (0.40 mol) of 3-(2,4-difluorophenyl)propanamide are mixed with 124 g (0.87 mol) of phosphorus pentoxide, and the mixture is heated to 200° C. in an oil bath in a flask fitted with falling condenser. The resultant liquid is distilled off by applying a vacuum of about 67 mbar. 48.5 g of a colourless oil, which is subjected to fractional distillation at 120°-124° C. in vacuo (19 mbar), are obtained. 46.5 g (70% of theory) of the expected product are obtained. The reactants are C(C1=CC=CC=C1)N1C(C=C(C2=CC(=CC=C12)OCC1=CC=CC=C1)O)=O (1-Benzyl-4-Hydroxy-6-Benzyloxy-2(1H)-Quinolinone), [H][H] (hydrogen). Reagents/catalysts: [C].[Pd] (palladium-carbon). Solvent: CO (methanol), C(C)(=O)O (acetic acid). Product: C(C1=CC=CC=C1)N1C(C=C(C2=CC(=CC=C12)O)O)=O (1-Benzyl-4,6-Dihydroxy-2(1H)-Quinolinone). The yield is 66.9%. Reaction SMILES: [CH2:1]([N:8]1[C:17]2[C:12](=[CH:13][C:14]([O:18]CC3C=CC=CC=3)=[CH:15][CH:16]=2)[C:11]([OH:26])=[CH:10][C:9]1=[O:27])[C:2]1[CH:7]=[CH:6][CH:5]=[CH:4][CH:3]=1.[H][H]>CO.C(O)(=O)C.[C].[Pd]>[CH2:1]([N:8]1[C:17]2[C:12](=[CH:13][C:14]([OH:18])=[CH:15][CH:16]=2)[C:11]([OH:26])=[CH:10][C:9]1=[O:27])[C:2]1[CH:7]=[CH:6][CH:5]=[CH:4][CH:3]=1 |f:4.5|. Reported procedure: A solution of the title compound of Step (1) (2.8 g) in a mixture of methanol (180 ml) and acetic acid (75 ml) was hydrogenated at atmospheric pressure in the presence of 10% palladium-carbon (2.0 g) until no further uptake of hydrogen was observed. The reaction mixture was then filtered and the filtrate was evaporated to dryness. The solid residue was crystallized to give the title compound (1.4 g). That the expected product was obtained was confirmed by the spectral data: MS: m/e 267 (M.+). Reactants: CN(CCCN=C=NCC)C (1-(3-dimethylaminopropyl)-3-ethylcarbodiimide), CCOCC (ether), N1CCC2=CC(=CC=C12)CC(=O)[O-] (indoline-5-acetate), compound 4, N-tert-BOC-L-glutamic acid α-tert-butyl ester. Reagents/catalysts: CN(C)C=1C=CN=CC1 (DMAP). Run in CC#N (MeCN). Conditions: time 18 hour. Product: N1CCC2=CC(=CC=C12)CC(=O)OC (methyl indoline-5-acetate), EtOAc-hexanes. Reaction SMILES: [NH:1]1[C:9]2[C:4](=[CH:5][C:6]([CH2:10][C:11]([O-:13])=[O:12])=[CH:7][CH:8]=2)[CH2:3][CH2:2]1.[CH3:14]N(C)CCCN=C=NCC.CCOCC>CC#N.CN(C1C=CN=CC=1)C>[NH:1]1[C:9]2[C:4](=[CH:5][C:6]([CH2:10][C:11]([O:13][CH3:14])=[O:12])=[CH:7][CH:8]=2)[CH2:3][CH2:2]1. Procedure details: Methyl 1-(S-[4-tert-butoxycarbonyl)-4-(tert -butoxycarbonylamino)]butanoyl)indoline-5-acetate 7. Crude 3 (327 mg, 1.9 mmol) was prepared as described above (see compound 4), dissolved in dry MeCN (30 mL) and treated with DMAP (611 mg, 5 mmol) and N-tert-BOC-L-glutamic acid α-tert-butyl ester (607 mg, 2 mmol), followed by 1-(3-dimethylaminopropyl)-3-ethylcarbodiimide (422 mg, 2.2 mmol). The mixture was stirred at rt for 18 h, then evaporated and the residue was dissolved in EtOAc and washed succe...